This data is from the Open Reaction Database (ORD), a public repository of structured organic reaction records. The task is: describe an organic reaction: reactants, conditions, products, and yield The reactants are BrCCCC(=O)OCC (ethyl 4-bromobutyrate), ice, Cl.C1(=CC=CC=C1)N1C(C(C2=CC=CC=C12)CC1=CC=NC=C1)=O (1,3-dihydro-1-phenyl-3-(4-pyridinylmethyl)-2H-indol-2-one hydrochloride), [OH-].[Na+] (NaOH), [H-].[Na+] (NaH). Solvent: C1CCOC1 (THF), C(Cl)Cl (CH2Cl2). Run at time 30 minute. The product is Cl.C(C)OC(CCCC1(C(N(C2=CC=CC=C12)C1=CC=CC=C1)=O)CC1=CC=NC=C1)=O (2,3-Dihydro-2-oxo-1-phenyl-3-(4-pyridinylmethyl)-1H-indole-3-butanoic acid ethyl ester Hydrochloride). Reaction SMILES: [ClH:1].[C:2]1([N:8]2[C:16]3[C:11](=[CH:12][CH:13]=[CH:14][CH:15]=3)[CH:10]([CH2:17][C:18]3[CH:23]=[CH:22][N:21]=[CH:20][CH:19]=3)[C:9]2=[O:24])[CH:7]=[CH:6][CH:5]=[CH:4][CH:3]=1.[OH-].[Na+].[H-].[Na+].Br[CH2:30][CH2:31][CH2:32][C:33]([O:35][CH2:36][CH3:37])=[O:34]>C(Cl)Cl.C1COCC1>[ClH:1].[CH2:36]([O:35][C:33](=[O:34])[CH2:32][CH2:31][CH2:30][C:10]1([CH2:17][C:18]2[CH:19]=[CH:20][N:21]=[CH:22][CH:23]=2)[C:11]2[C:16](=[CH:15][CH:14]=[CH:13][CH:12]=2)[N:8]([C:2]2[CH:3]=[CH:4][CH:5]=[CH:6][CH:7]=2)[C:9]1=[O:24])[CH3:37] |f:0.1,2.3,4.5,9.10|. Procedure: A solution of 1,3-dihydro-1-phenyl-3-(4-pyridinylmethyl)-2H-indol-2-one hydrochloride (33.7 g, 0.1 mol) in 200 ml CH2Cl2 was treated with 150 ml 1N NaOH. The organic phase was washed with water and brine, dried over anhydrous MgSO4, filtered, and concentrated to an oil which solidified on cooling. The "free base" was dissolved in 150 ml dry THF, cooled in an ice bath, treated with NaH (2.88 g, 0.12 mol), and stirred under dry nitrogen for 30 min. The mixture was treated with ethyl 4-bromobutyrat... Starting materials: CO, CCC(C)c1onc(-c2c(Cl)cccc2Cl)c1COc1ccc(-c2ccc3nc(C(=O)OC)ccc3c2)cc1, Cl, [Na+], C1CCOC1, [OH-]. The product is CCC(C)c1onc(-c2c(Cl)cccc2Cl)c1COc1ccc(-c2ccc3nc(C(=O)O)ccc3c2)cc1. RXN SMILES: [CH3:48][OH:49].[Cl:1][c:2]1[c:3](-[c:9]2[n:10][o:11][c:12]([CH:36]([CH2:37][CH3:38])[CH3:39])[c:13]2[CH2:14][O:15][c:16]2[cH:17][cH:18][c:19](-[c:22]3[cH:23][c:24]4[cH:25][cH:26][c:27]([C:32](=[O:33])[O:34][CH3:35])[n:28][c:29]4[cH:30][cH:31]3)[cH:20][cH:21]2)[c:4]([Cl:8])[cH:5][cH:6][cH:7]1.[ClH:47].[Na+:46].[O:40]1[CH2:41][CH2:42][CH2:43][CH2:44]1.[OH-:45]>>[Cl:1][c:2]1[c:3](-[c:9]2[n:10][o:11][c:12]([CH:36]([CH2:37][CH3:38])[CH3:39])[c:13]2[CH2:14][O:15][c:16]2[cH:17][cH:18][c:19](-[c:22]3[cH:23][c:24]4[cH:25][cH:26][c:27]([C:32](=[O:33])[OH:34])[n:28][c:29]4[cH:30][cH:31]3)[cH:20][cH:21]2)[c:4]([Cl:8])[cH:5][cH:6][cH:7]1. Starting materials: C(C)(C)(C)OC(NCCNC1CCN(CC1)C1=C(C=CC=C1)C#N)=O ((2-(1-(2-Cyanophenyl)piperidin-4-ylamino)ethyl)carbamic acid tert-butyl ester), Cl (HCl). Solvent: C(C)(=O)OCC (ethyl acetate). Run at time 1 hour. Product: NCCNC1CCN(CC1)C1=C(C#N)C=CC=C1 (2-(4-(2-Aminoethylamino)piperidin-1-yl)benzonitrile). As a reaction SMILES: C(OC(=O)[NH:7][CH2:8][CH2:9][NH:10][CH:11]1[CH2:16][CH2:15][N:14]([C:17]2[CH:22]=[CH:21][CH:20]=[CH:19][C:18]=2[C:23]#[N:24])[CH2:13][CH2:12]1)(C)(C)C.Cl>C(OCC)(=O)C>[NH2:7][CH2:8][CH2:9][NH:10][CH:11]1[CH2:16][CH2:15][N:14]([C:17]2[CH:22]=[CH:21][CH:20]=[CH:19][C:18]=2[C:23]#[N:24])[CH2:13][CH2:12]1. Reported procedure: A solution of 12 (256 mg, 0.74 mmol) in ethyl acetate (50 mL) was cooled to 0° C. and treated with anhydrous HCl (1 min). The mixture was stirred at room temperature (1 h). The solvent was removed in vacuo and the residue disolved in dichloromethane and sodium carbonate solution. The aqueous layer was extracted with two additional portions of dichioromethane. The combined organic extracts were washed with brine, dried over Na2SO4, and concentrated under reduced pressure to afford the title compo... Starting materials: solid, [N+](=O)([O-])C1=CC=C(C=C1)C1=CC=NN1C1=CC=C(C=C1)C (5-(4-nitro-phenyl)-1 p-tolyl-1H-pyrazole), [N+](=O)([O-])C1=CC=C(C=C1)C1=CC=NN1C1=CC=C(C=C1)C (5-(4-nitro-phenyl)-1 p-tolyl-1H-pyrazole), FC(C1=CC=C(C=C1)CC#N)(F)F (2-(4-trifluoromethyl-phenyl)-acetonitrile). Yields the product C1(=CC=C(C=C1)N1N=CC=C1C1=CC=2C(=NOC2C2=CC=C(C=C2)C(F)(F)F)C=C1)C (5-(2-p-Tolyl-2H-pyrazol-3-yl)-3-(4-trifluoromethyl-phenyl)-benzo[c]isoxazole). As a reaction SMILES: [N+:1]([C:4]1[CH:9]=[CH:8][C:7]([C:10]2[N:14]([C:15]3[CH:20]=[CH:19][C:18]([CH3:21])=[CH:17][CH:16]=3)[N:13]=[CH:12][CH:11]=2)=[CH:6][CH:5]=1)([O-:3])=O.[F:22][C:23]([F:34])([F:33])[C:24]1[CH:29]=[CH:28][C:27]([CH2:30]C#N)=[CH:26][CH:25]=1>>[C:18]1([CH3:21])[CH:17]=[CH:16][C:15]([N:14]2[C:10]([C:7]3[CH:8]=[CH:9][C:4]4=[N:1][O:3][C:30]([C:27]5[CH:26]=[CH:25][C:24]([C:23]([F:22])([F:33])[F:34])=[CH:29][CH:28]=5)=[C:5]4[CH:6]=3)=[CH:11][CH:12]=[N:13]2)=[CH:20][CH:19]=1. Procedure: The title compound, yellow solid (41 mg, 27%), MS (ISP) m/z=420.2 [(M+H)+], mp 173° C., was prepared in accordance with the general method of example 1 from 5-(4-nitro-phenyl)-1-p-tolyl-1H-pyrazole (intermediate E) (100 mg, 353 μmol) and commercially available 2-(4-trifluoromethyl-phenyl)-acetonitrile. Reactants: [I-].[K+] (potassium iodide), I(=O)(=O)(=O)O (periodic acid), S(O)(O)(=O)=O (sulfuric acid), BrC1=CC=C(C=C1)Br (1,4-dibromobenzene), I(=O)(=O)(=O)O (periodic acid), ice. Run at temperature -25 celsius, time 36 hour. The product is BrC1=C(C=C(C(=C1)I)Br)I (1,4-dibromo-2,5-diiodobenzene). Isolated yield 101.1%. Reaction SMILES: [I:1](O)(=O)(=O)=O.S(=O)(=O)(O)O.[I-:11].[K+].[Br:13][C:14]1[CH:19]=[CH:18][C:17]([Br:20])=[CH:16][CH:15]=1>>[Br:13][C:14]1[CH:19]=[C:18]([I:11])[C:17]([Br:20])=[CH:16][C:15]=1[I:1] |f:2.3|. Procedure: To a 1 L three-necked flask fitted with a mechanical stirrer were added 16.7 g (73.0 mmol) of periodic acid and 525 ml of sulfuric acid. After periodic acid was dissolved, 36.4 g (219 mmol) of potassium iodide was added portionwise. The content was cooled to a temperature of −30° C. and 34.5 g (146 mmol) of 1,4-dibromobenzene was added over a period of 5 minutes. The resulting mixture was stirred at −30 to −20° C. for 36 hours. After the reaction mixture was poured into ice (2 kg), the whole was... The reactants are Clc1ccnc2ccc(Br)cc12, CS(C)=O, [K+], [K+], CC(C)(C)OC(=O)N1CCCNCC1, O=C([O-])[O-], O. The product is CC(C)(C)OC(=O)N1CCCN(c2ccnc3ccc(Br)cc23)CC1. Reaction SMILES: [Br:1][c:2]1[cH:3][c:4]2[c:5]([Cl:12])[cH:6][cH:7][n:8][c:9]2[cH:10][cH:11]1.[CH3:34][S:35]([CH3:36])=[O:37].[K+:27].[K+:28].[N:13]1([C:20](=[O:21])[O:22][C:23]([CH3:24])([CH3:25])[CH3:26])[CH2:14][CH2:15][NH:16][CH2:17][CH2:18][CH2:19]1.[O-:29][C:30]([O-:31])=[O:32].[OH2:33]>>[Br:1][c:2]1[cH:3][c:4]2[c:5]([N:16]3[CH2:15][CH2:14][N:13]([C:20](=[O:21])[O:22][C:23]([CH3:24])([CH3:25])[CH3:26])[CH2:19][CH2:18][CH2:17]3)[cH:6][cH:7][n:8][c:9]2[cH:10][cH:11]1.